describe an organic reaction: reactants, conditions, products, and yield From a dataset of the Open Reaction Database (ORD), a public repository of structured organic reaction records. Starting materials: OC(C(CC1=CC(=CC=C1)OC(C(F)F)(F)F)NC(=O)C=1C=CC=C2C1C=CCCC2)C2=CC=C(C=C2)O (N-{(1RS,2SR)-2-hydroxy-2-(4-hydroxyphenyl)-1-[3-(1,1,2,2-tetrafluoroethoxy)benzyl]ethyl}-6,7-dihydro-5H-benzo[a][7]annulene-1-carboxamide), C([O-])([O-])=O.[K+].[K+] (potassium carbonate), IC(C)C (2-iodopropane). Solvent: CN(C=O)C (N,N-dimethylformamide), O (water). Reaction conditions: time 8 hour. Product: OC(C(CC1=CC(=CC=C1)OC(C(F)F)(F)F)NC(=O)C=1C=CC=C2C1C=CCCC2)C2=CC=C(C=C2)OC(C)C (N-{(1RS,2SR)-2-hydroxy-2-(4-isopropoxyphenyl)-1-[3-(1,1,2,2-tetrafluoroethoxy)benzyl]ethyl}-6,7-dihydro-5H-benzo[a][7]annulene-1-carboxamide). RXN SMILES: [OH:1][CH:2]([C:32]1[CH:37]=[CH:36][C:35]([OH:38])=[CH:34][CH:33]=1)[CH:3]([NH:18][C:19]([C:21]1[CH:22]=[CH:23][CH:24]=[C:25]2[CH2:31][CH2:30][CH2:29][CH:28]=[CH:27][C:26]=12)=[O:20])[CH2:4][C:5]1[CH:10]=[CH:9][CH:8]=[C:7]([O:11][C:12]([F:17])([F:16])[CH:13]([F:15])[F:14])[CH:6]=1.C(=O)([O-])[O-].[K+].[K+].I[CH:46]([CH3:48])[CH3:47]>CN(C)C=O.O>[OH:1][CH:2]([C:32]1[CH:37]=[CH:36][C:35]([O:38][CH:46]([CH3:48])[CH3:47])=[CH:34][CH:33]=1)[CH:3]([NH:18][C:19]([C:21]1[CH:22]=[CH:23][CH:24]=[C:25]2[CH2:31][CH2:30][CH2:29][CH:28]=[CH:27][C:26]=12)=[O:20])[CH2:4][C:5]1[CH:10]=[CH:9][CH:8]=[C:7]([O:11][C:12]([F:16])([F:17])[CH:13]([F:15])[F:14])[CH:6]=1 |f:1.2.3|. Reported procedure: To a solution of N-{(1RS,2SR)-2-hydroxy-2-(4-hydroxyphenyl)-1-[3-(1,1,2,2-tetrafluoroethoxy)benzyl]ethyl}-6,7-dihydro-5H-benzo[a][7]annulene-1-carboxamide (400 mg, 0.755 mmol) in N,N-dimethylformamide (15 ml) were added potassium carbonate (313 mg, 2.27 mmol) and 2-iodopropane (226 μl, 2.27 mmol), and the mixture was stirred overnight at room temperature. The reaction solution was diluted with water (100 ml) and extracted with ethyl acetate (100 ml×2). The extract was washed successively with wa...